This data is from the Open Reaction Database (ORD), a public repository of structured organic reaction records. The task is: describe an organic reaction: reactants, conditions, products, and yield The reactants are O=C([O-])C(F)(F)F, [K+], CCOC(=O)c1nc2sc(CC)c(N)c2c(=O)[nH]1, O, O=C(O)C(F)(F)F. Yields the product CCOC(=O)c1nc2sc(CC)c(O)c2c(=O)[nH]1. As a reaction SMILES: [F:19][C:20]([F:21])([F:23])[C:24](=[O:22])[O-:25].[K+:26].[NH2:1][c:2]1[c:3]([CH2:17][CH3:18])[s:4][c:5]2[n:6][c:7]([C:12](=[O:13])[O:14][CH2:15][CH3:16])[nH:8][c:9](=[O:11])[c:10]12.[OH2:34].[OH:27][C:28]([C:29]([F:30])([F:31])[F:32])=[O:33]>>[c:2]1([OH:22])[c:3]([CH2:17][CH3:18])[s:4][c:5]2[n:6][c:7]([C:12](=[O:13])[O:14][CH2:15][CH3:16])[nH:8][c:9](=[O:11])[c:10]12.